This data is from the Open Reaction Database (ORD), a public repository of structured organic reaction records. The task is: describe an organic reaction: reactants, conditions, products, and yield The reactants are C1CN(CC2CC2)CCN1, N#Cc1ccc(-c2ccc(Cl)nc2)cc1. Product: N#Cc1ccc(-c2ccc(N3CCN(CC4CC4)CC3)nc2)cc1. Reaction SMILES: [CH:1]1([CH2:4][N:5]2[CH2:6][CH2:7][NH:8][CH2:9][CH2:10]2)[CH2:2][CH2:3]1.[Cl:11][c:12]1[cH:13][cH:14][c:15](-[c:18]2[cH:19][cH:20][c:21]([C:22]#[N:23])[cH:24][cH:25]2)[cH:16][n:17]1>>[CH:1]1([CH2:4][N:5]2[CH2:6][CH2:7][N:8]([c:12]3[cH:13][cH:14][c:15](-[c:18]4[cH:19][cH:20][c:21]([C:22]#[N:23])[cH:24][cH:25]4)[cH:16][n:17]3)[CH2:9][CH2:10]2)[CH2:2][CH2:3]1. The reactants are C(C1=CC=CC=C1)(=O)NN (benzohydrazide), C1=CC=C(C=C1)/C=C/C=O (trans cinnamic aldehyde). The solvent is CCCCCC (hexane). Conditions: time 2 hour. Product: C1(=CC=CC=C1)/C=C/C=N/NC(C1=CC=CC=C1)=O (N′-[(1E,2E)-3-phenyl-2-propenylidene]benzohydrazide). Yield: 89.9%. RXN SMILES: [C:1]([NH:9][NH2:10])(=[O:8])[C:2]1[CH:7]=[CH:6][CH:5]=[CH:4][CH:3]=1.[CH:11]1[CH:16]=[CH:15][C:14](/[CH:17]=[CH:18]/[CH:19]=O)=[CH:13][CH:12]=1>CCCCCC>[C:14]1(/[CH:17]=[CH:18]/[CH:19]=[N:10]/[NH:9][C:1](=[O:8])[C:2]2[CH:7]=[CH:6][CH:5]=[CH:4][CH:3]=2)[CH:15]=[CH:16][CH:11]=[CH:12][CH:13]=1. Procedure: A mixture of 1a (3.00 g, 22.0 mmol) and trans cinnamic aldehyde (4.35 g, 32.9 mmol, origin: Aldrich) in hexane (100 ml) was stirred at room temperature for 2 h. The reaction mixture was filtered, the residue washed with hexane and dried under vacuum to give 4.95 g (90%) of a white solid. The reactants are COC=1C=C2CCC(C2=CC1)=O (5-methoxy-1-indanone), O.C(C=O)(=O)O (glyoxylic acid hydrate), O.NN (hydrazine hydrate). Product: COC=1C=C2CC=3C(=NNC(C3)=O)C2=CC1 (7-methoxy-[5H]-indeno-[1,2-c]pyridazin-3[2H]-one). Reaction SMILES: [CH3:1][O:2][C:3]1[CH:4]=[C:5]2[C:9](=[CH:10][CH:11]=1)[C:8](=O)[CH2:7][CH2:6]2.O.[C:14]([OH:18])(=O)[CH:15]=O.O.[NH2:20][NH2:21]>>[CH3:1][O:2][C:3]1[CH:4]=[C:5]2[C:9](=[CH:10][CH:11]=1)[C:8]1=[N:20][NH:21][C:14](=[O:18])[CH:15]=[C:7]1[CH2:6]2 |f:1.2,3.4|. Reported procedure: By a method similar to that described in Preparation 3, treatment of 5-methoxy-1-indanone with glyoxylic acid hydrate and hydrazine hydrate gave 7-methoxy-[5H]-indeno-[1,2-c]pyridazin-3[2H]-one (m.p. 280°-4°, from concentrated hydrochloric acid); ν(Nujol mull) 3350-2200, 1680, 1610, 1580, 1259 and 1041 cm-1 ; δ(DMSO-d6) 2.80 (4H,s,5,6-H2), 3.73 (3H,s,CH3O), 6.74 (1H,s,4-H) 7.00 (1H, dd,8-H), 7.29 (1H,dd,9-H), 7.55 (1H,dd,10-H), 12.86 (1H,br,NH). Reactants: [OH-].[NH4+] (ammonium hydroxide), C1N(CCC2=CC=CC=C12)C1=NC(=C(C(=N1)C)N(C(CC(C)(C)C)=O)C(CC(C)(C)C)=O)C (N-(2-(3,4-dihydroisoquinolin-2(1H)-yl)-4,6-dimethylpyrimidin-5-yl)-N-(3,3-dimethylbutanoyl)-3,3-dimethylbutanamide). The solvent is CO (methanol). Conditions: time 20 hour. Product: C1N(CCC2=CC=CC=C12)C1=NC(=C(C(=N1)C)NC(CC(C)(C)C)=O)C (N-(2-(3,4-dihydroisoquinolin-2(1H)-yl)-4,6-dimethylpyrimidin-5-yl)-3,3-dimethylbutanamide). The yield is 77.1%. As a reaction SMILES: [OH-].[NH4+].[CH2:3]1[C:12]2[C:7](=[CH:8][CH:9]=[CH:10][CH:11]=2)[CH2:6][CH2:5][N:4]1[C:13]1[N:18]=[C:17]([CH3:19])[C:16]([N:20](C(=O)CC(C)(C)C)[C:21](=[O:27])[CH2:22][C:23]([CH3:26])([CH3:25])[CH3:24])=[C:15]([CH3:35])[N:14]=1>CO>[CH2:3]1[C:12]2[C:7](=[CH:8][CH:9]=[CH:10][CH:11]=2)[CH2:6][CH2:5][N:4]1[C:13]1[N:18]=[C:17]([CH3:19])[C:16]([NH:20][C:21](=[O:27])[CH2:22][C:23]([CH3:24])([CH3:25])[CH3:26])=[C:15]([CH3:35])[N:14]=1 |f:0.1|. Procedure: An aqueous solution of ammonium hydroxide (30%, 1 ml) was added to a solution of 6f (0.031 g, 0.07 mmol) in methanol (1 ml) and stirred for 20 hours. The mixture was washed with brine and extracted with ethyl acetate. The organic layer was dried over MgSO4, concentrated and chromatographed to yield the title compound (0.019 g, 0.054 mmol, 77%). 1H NMR (CDCl3, 400 MHz) δ 1.11 (s, 9H), 2.23 (s, 2H), 2.30 (s, 6H), 2.91 (t, J=6.0 Hz, 2H), 4.04 (t, J=6.0 Hz, 2H), 4.89 (s, 2H), 6.68 (s, 1H), 7.17 (dd,... The reactants are C([O-])(O)=O.[Na+] (sodium bicarbonate), C1(=CC=CC2=CC=CC=C12)CC(C(=O)O)CC=CC1=CC=CC=C1 ((±)-2-(1-naphthylmethyl)-5-phenyl-4-pentenoic acid), C1(=CC=CC=C1)P(=O)(C1=CC=CC=C1)N=[N+]=[N-] (diphenylphosphoryl azide), bis(P-toluenesulfonic acid), N[C@@H](CC1=CNC=N1)C(=O)N[C@@H](CC(C)C)C=NNC(=O)N (L-histidyl-L-leucinal semicarbazone). Solvent: C(C)N(CC)CC (triethylamine), CN(C=O)C (N,N-dimethylformamide). Run at time 8 hour. Product: C1(=CC=CC2=CC=CC=C12)CC(C(=O)N[C@@H](CC1=CNC=N1)C(=O)N[C@@H](CC(C)C)C=NNC(=O)N)CC=CC1=CC=CC=C1 (N-[(±)-2-(1-naphthylmethyl)-5-phenyl-4-pentenoyl]-L-histidyl-L-leucinal semicarbazone). As a reaction SMILES: [C:1]1([CH2:11][CH:12]([CH2:16][CH:17]=[CH:18][C:19]2[CH:24]=[CH:23][CH:22]=[CH:21][CH:20]=2)[C:13](O)=[O:14])[C:10]2[C:5](=[CH:6][CH:7]=[CH:8][CH:9]=2)[CH:4]=[CH:3][CH:2]=1.[NH2:25][C@H:26]([C:33]([NH:35][C@H:36]([CH:41]=[N:42][NH:43][C:44]([NH2:46])=[O:45])[CH2:37][CH:38]([CH3:40])[CH3:39])=[O:34])[CH2:27][C:28]1[N:32]=[CH:31][NH:30][CH:29]=1.C1(P(N=[N+]=[N-])(C2C=CC=CC=2)=O)C=CC=CC=1.C(=O)(O)[O-].[Na+]>CN(C)C=O.C(N(CC)CC)C>[C:1]1([CH2:11][CH:12]([CH2:16][CH:17]=[CH:18][C:19]2[CH:24]=[CH:23][CH:22]=[CH:21][CH:20]=2)[C:13]([NH:25][C@H:26]([C:33]([NH:35][C@H:36]([CH:41]=[N:42][NH:43][C:44]([NH2:46])=[O:45])[CH2:37][CH:38]([CH3:40])[CH3:39])=[O:34])[CH2:27][C:28]2[N:32]=[CH:31][NH:30][CH:29]=2)=[O:14])[C:10]2[C:5](=[CH:6][CH:7]=[CH:8][CH:9]=2)[CH:4]=[CH:3][CH:2]=1 |f:3.4|. Reported procedure: To a solution of 190 mg of (±)-2-(1-naphthylmethyl)-5-phenyl-4-pentenoic acid and 400 mg of bis(P-toluenesulfonic acid) salt of L-histidyl-L-leucinal semicarbazone in 7 ml of N,N-dimethylformamide were successively added 0.16 ml of diphenylphosphoryl azide and 0.28 ml of triethylamine under ice-cooling, and the mixture was stirred overnight. To the reaction mixture was added a 5% aqueous sodium bicarbonate solution, and the mixture was extracted withh ethyl acetate and washed with water. The org... The product is COc1cccc(-n2nc(C(=O)O)cc2O)c1. Starting materials: CCOC(=O)c1cc(O)n(-c2cccc(OC)c2)n1, C1CCOC1, Cl, [Na+], [OH-]. As a reaction SMILES: [CH2:1]([CH3:2])[O:3][C:4](=[O:5])[c:6]1[n:7][n:8](-[c:12]2[cH:13][c:14]([O:18][CH3:19])[cH:15][cH:16][cH:17]2)[c:9]([OH:11])[cH:10]1.[CH2:23]1[O:24][CH2:25][CH2:26][CH2:27]1.[ClH:22].[Na+:21].[OH-:20]>>[O:3]=[C:4]([OH:5])[c:6]1[n:7][n:8](-[c:12]2[cH:13][c:14]([O:18][CH3:19])[cH:15][cH:16][cH:17]2)[c:9]([OH:11])[cH:10]1. The reactants are ClC1=NC(=CC(=C1)C(F)(F)F)C (2-chloro-6-methyl-4-(trifluoromethyl)pyridine), steel, [OH-].[NH4+] (ammonium hydroxide). Reaction conditions: time 8 hour. Product: NC1=NC(=CC(=C1)C(F)(F)F)C (2-amino-6-methyl-4-(trifluoromethyl)pyridine). Reaction SMILES: Cl[C:2]1[CH:7]=[C:6]([C:8]([F:11])([F:10])[F:9])[CH:5]=[C:4]([CH3:12])[N:3]=1.[OH-].[NH4+:14]>>[NH2:14][C:2]1[CH:7]=[C:6]([C:8]([F:11])([F:10])[F:9])[CH:5]=[C:4]([CH3:12])[N:3]=1 |f:1.2|. Procedure details: 2-chloro-6-methyl-4-(trifluoromethyl)pyridine (5.0 g) and conc ammonium hydroxide (150 mL) were heated at 180° C. in a steel reaction vessel with mechanical stirring overnight. The contents were allowed to cool and partitioned between CH2Cl2 and water. The CH2Cl2 layer was dried (MgSO4) and concentrated in vacuo leaving 2-amino-6-methyl-4-(trifluoromethyl)pyridine as a white solid. The reactants are C(C)(=O)OCC (ethyl acetate), polyphosphoric acid, FC1=C(OC2=C(C=C(OC(C(=O)O)=C)C=C2)NS(=O)(=O)C)C=CC(=C1)F (4-(2,4-difluorophenoxy)-3-methylsulfonylaminophenoxylacrylic acid), ice water. Reaction conditions: time 1 hour. Product: FC1=C(OC=2C(=CC3=C(C(C=CO3)=O)C2)NS(=O)(=O)C)C=CC(=C1)F (6-(2,4-difluorophenoxy)-7-methylsulfonylamino-4H-1-benzopyran-4-one). Yield: 42.0%. As a reaction SMILES: [F:1][C:2]1[CH:25]=[C:24]([F:26])[CH:23]=[CH:22][C:3]=1[O:4][C:5]1[CH:16]=[CH:15][C:8]([O:9][C:10](=[CH2:14])C(O)=O)=[CH:7][C:6]=1[NH:17][S:18]([CH3:21])(=[O:20])=[O:19].[C:27](OCC)(=[O:29])C>>[F:1][C:2]1[CH:25]=[C:24]([F:26])[CH:23]=[CH:22][C:3]=1[O:4][C:5]1[C:6]([NH:17][S:18]([CH3:21])(=[O:20])=[O:19])=[CH:7][C:8]2[O:9][CH:10]=[CH:14][C:27](=[O:29])[C:15]=2[CH:16]=1. Procedure details: 30 g of polyphosphoric acid was added to 1.0 g of trans-3-[4-(2,4-difluorophenoxy)-3-methylsulfonylaminophenoxylacrylic acid. The mixture was stirred for 1 hour at 55°-65° C. The reaction mixture was introduced into 200 ml of ice water. 50 ml of ethyl acetate was added thereto. The organic layer was separated, washed with water and a saturated aqueous sodium chloride solution in this order, and dried with anhydrous magnesium sulfate. The solvent was removed by distillation under reduced pressure... The reactants are O=C([O-])[O-], CN1CCCC1=O, CCN(C(C)C)C(C)C, Clc1ccc(C2COCCN2)cc1, Cc1ccccc1-c1ccc2c(Cl)nncc2c1, [Na+], [Na+]. Yields the product Cc1ccccc1-c1ccc2c(N3CCOCC3c3ccc(Cl)cc3)nncc2c1. RXN SMILES: [C:41](=[O:42])([O-:43])[O-:44].[CH3:47][N:48]1[CH2:49][CH2:50][CH2:51][C:52]1=[O:53].[CH:32]([N:33]([CH:34]([CH3:35])[CH3:36])[CH2:37][CH3:38])([CH3:39])[CH3:40].[Cl:19][c:20]1[cH:21][cH:22][c:23]([CH:26]2[CH2:27][O:28][CH2:29][CH2:30][NH:31]2)[cH:24][cH:25]1.[Cl:1][c:2]1[n:3][n:4][cH:5][c:6]2[cH:7][c:8](-[c:12]3[c:13]([CH3:18])[cH:14][cH:15][cH:16][cH:17]3)[cH:9][cH:10][c:11]12.[Na+:45].[Na+:46]>>[c:2]1([N:31]2[CH:26]([c:23]3[cH:22][cH:21][c:20]([Cl:19])[cH:25][cH:24]3)[CH2:27][O:28][CH2:29][CH2:30]2)[n:3][n:4][cH:5][c:6]2[cH:7][c:8](-[c:12]3[c:13]([CH3:18])[cH:14][cH:15][cH:16][cH:17]3)[cH:9][cH:10][c:11]12. Starting materials: O=C([O-])[O-], CO, [Na+], [Na+], O, O=C(O)c1cc(O)cc([N+](=O)[O-])c1, O=S(=O)(O)O. Product: COC(=O)c1cc(O)cc([N+](=O)[O-])c1. RXN SMILES: [C:19](=[O:20])([O-:21])[O-:22].[CH3:26][OH:27].[Na+:23].[Na+:24].[OH2:25].[OH:1][c:2]1[cH:3][c:4]([C:5](=[O:6])[OH:7])[cH:8][c:9]([N+:11](=[O:12])[O-:13])[cH:10]1.[S:14](=[O:15])(=[O:16])([OH:17])[OH:18]>>[OH:1][c:2]1[cH:3][c:4]([C:5](=[O:6])[O:7][CH3:19])[cH:8][c:9]([N+:11](=[O:12])[O-:13])[cH:10]1.